From a dataset of the Open Reaction Database (ORD), a public repository of structured organic reaction records. describe an organic reaction: reactants, conditions, products, and yield Reactants: C([O-])([O-])=O.[K+].[K+] (Potassium carbonate), ClC1=CC=C(C=C1)C1=CC=C(C=C1)CC[C@H]([C@H](C(=O)O)CCN1C(C2=CC=CC=C2C1=O)=O)OC=O ((2R,3R)-5-(4′-chlorobiphenyl-4-yl)-2-[2-(1,3-dioxo-1,3-dihydro-2H-isoindol-2-yl)ethyl]-3-(formyloxy)pentanoic acid). Solvent: CO (methanol). Reaction conditions: time 3 hour. Product: ClC1=CC=C(C=C1)C1=CC=C(C=C1)CC[C@H]([C@H](C(=O)O)CCN1C(C2=CC=CC=C2C1=O)=O)O ((2R,3R)-5-(4′-chlorobiphenyl-4-yl)-2-[2-(1,3-dioxo-1,3-dihydro-2H-isoindol-2-yl)ethyl]-3-hydroxypentanoic acid). RXN SMILES: C(=O)([O-])[O-].[K+].[K+].[Cl:7][C:8]1[CH:13]=[CH:12][C:11]([C:14]2[CH:19]=[CH:18][C:17]([CH2:20][CH2:21][C@@H:22]([O:40]C=O)[C@@H:23]([CH2:27][CH2:28][N:29]3[C:37](=[O:38])[C:36]4[C:31](=[CH:32][CH:33]=[CH:34][CH:35]=4)[C:30]3=[O:39])[C:24]([OH:26])=[O:25])=[CH:16][CH:15]=2)=[CH:10][CH:9]=1>CO>[Cl:7][C:8]1[CH:13]=[CH:12][C:11]([C:14]2[CH:15]=[CH:16][C:17]([CH2:20][CH2:21][C@@H:22]([OH:40])[C@@H:23]([CH2:27][CH2:28][N:29]3[C:30](=[O:39])[C:31]4[C:36](=[CH:35][CH:34]=[CH:33][CH:32]=4)[C:37]3=[O:38])[C:24]([OH:26])=[O:25])=[CH:18][CH:19]=2)=[CH:10][CH:9]=1 |f:0.1.2|. Procedure: Potassium carbonate (0.007 g) was added to a solution of the compound obtained from step m above (0.025 g) in methanol (1 mL) at 0° C. The reaction mixture was stirred at room temperature for 3 hours. The solvents were evaporated and the residue was taken into water and ethyl acetate. The organic layer was washed with water and brine solution, and dried over anhydrous sodium sulphate. The solvent was evaporated under reduced pressure to obtain a residue which was purified by column chromatograph... Reactants: O=C=O, C1CCCCC1, C1CCOC1, CC(C)[N-]C(C)C, Fc1cccc(F)n1, [Li+], O. Yields the product O=C(O)c1ccc(F)nc1F. Reaction SMILES: [C:17](=[O:18])=[O:19].[CH2:20]1[CH2:21][CH2:22][CH2:23][CH2:24][CH2:25]1.[CH2:26]1[O:27][CH2:28][CH2:29][CH2:30]1.[CH:9]([N-:10][CH:11]([CH3:12])[CH3:13])([CH3:14])[CH3:15].[F:1][c:2]1[n:3][c:4]([F:8])[cH:5][cH:6][cH:7]1.[Li+:16].[OH2:31]>>[F:1][c:2]1[n:3][c:4]([F:8])[c:5]([C:17](=[O:18])[OH:19])[cH:6][cH:7]1. The reactants are NC1=CC=C(C(=O)OC)C=C1 (methyl 4-aminobenzoate), C(CCC)C(C(=O)OCC)C(C(=O)OCC)=O (diethyl 2-butyl-3-oxo-butanedioate). Solvent: CCCCCC.C(C)(=O)OCC (hexane ethyl acetate). Run at temperature 60 celsius, time 30 hour. Yields the product C(CCC)C(C(=O)OCC)=C(C(=O)OCC)NC1=CC=C(C=C1)C(=O)OC (Diethyl 2-butyl-3-[(4-(methoxycarbonyl)-phenyl)-amino]-2-butenedioate). Isolated yield 100.8%. As a reaction SMILES: [NH2:1][C:2]1[CH:11]=[CH:10][C:5]([C:6]([O:8][CH3:9])=[O:7])=[CH:4][CH:3]=1.[CH2:12]([CH:16]([C:22](=O)[C:23]([O:25][CH2:26][CH3:27])=[O:24])[C:17]([O:19][CH2:20][CH3:21])=[O:18])[CH2:13][CH2:14][CH3:15]>CCCCCC.C(OCC)(=O)C>[CH2:12]([C:16](=[C:22]([NH:1][C:2]1[CH:3]=[CH:4][C:5]([C:6]([O:8][CH3:9])=[O:7])=[CH:10][CH:11]=1)[C:23]([O:25][CH2:26][CH3:27])=[O:24])[C:17]([O:19][CH2:20][CH3:21])=[O:18])[CH2:13][CH2:14][CH3:15] |f:2.3|. Reported procedure: 27.8 g of methyl 4-aminobenzoate and 47 g of diethyl 2-butyl-3-oxo-butanedioate were mixed and 2 g of activated siliporite were added. The mixture was stirred for about 30 hours at 60° C. and after chromatography (eluant: hexane-ethyl acetate 95-5), 70 g of the expected product were obtained. Starting materials: COc1ccc(Br)cc1, COc1c(F)cccc1-c1cccc(-n2cnc(C(=O)N(C)OC)c2)c1. Product: COc1ccc(C(=O)c2cn(-c3cccc(-c4cccc(F)c4OC)c3)cn2)cc1. Reaction SMILES: [Br:27][c:28]1[cH:29][cH:30][c:31]([O:34][CH3:35])[cH:32][cH:33]1.[CH3:1][O:2][N:3]([C:4](=[O:5])[c:6]1[n:7][cH:8][n:9](-[c:11]2[cH:12][c:13](-[c:17]3[c:18]([O:24][CH3:25])[c:19]([F:23])[cH:20][cH:21][cH:22]3)[cH:14][cH:15][cH:16]2)[cH:10]1)[CH3:26]>>[C:4](=[O:5])([c:6]1[n:7][cH:8][n:9](-[c:11]2[cH:12][c:13](-[c:17]3[c:18]([O:24][CH3:25])[c:19]([F:23])[cH:20][cH:21][cH:22]3)[cH:14][cH:15][cH:16]2)[cH:10]1)[c:28]1[cH:29][cH:30][c:31]([O:34][CH3:35])[cH:32][cH:33]1. Reactants: OC1=CC=C(C=2C(C3=C(C=CC(=C3C(C12)=O)O)[N+](=O)[O-])=O)[N+](=O)[O-] (1,8-dihydroxy-4,5-dinitroanthraquinone), ice, C1(=CC=CC=C1)OC (anisole). Run in B(O)(O)O (boric acid), S(O)(O)(=O)=O (sulphuric acid). Reaction conditions: temperature 0 celsius. Yields the product OC1=C(C=C(C=2C(C3=C(C=C(C(=C3C(C12)=O)O)C1=CC=C(C=C1)OC)[N+](=O)[O-])=O)[N+](=O)[O-])C1=CC=C(C=C1)OC (1,8-dihydroxy-2,7-di(4-methoxyphenyl)-4,5-dinitroanthraquinone). Yield: 77.5%. RXN SMILES: [OH:1][C:2]1[C:15]2[C:14](=[O:16])[C:13]3[C:8](=[C:9]([N+:18]([O-:20])=[O:19])[CH:10]=[CH:11][C:12]=3[OH:17])[C:7](=[O:21])[C:6]=2[C:5]([N+:22]([O-:24])=[O:23])=[CH:4][CH:3]=1.[C:25]1([O:31][CH3:32])[CH:30]=[CH:29][CH:28]=[CH:27][CH:26]=1>B(O)(O)O.S(=O)(=O)(O)O>[OH:1][C:2]1[C:15]2[C:14](=[O:16])[C:13]3[C:8](=[C:9]([N+:18]([O-:20])=[O:19])[CH:10]=[C:11]([C:28]4[CH:29]=[CH:30][C:25]([O:31][CH3:32])=[CH:26][CH:27]=4)[C:12]=3[OH:17])[C:7](=[O:21])[C:6]=2[C:5]([N+:22]([O-:24])=[O:23])=[CH:4][C:3]=1[C:28]1[CH:29]=[CH:30][C:25]([O:31][CH3:32])=[CH:26][CH:27]=1. Procedure: 9.9 g of 1,8-dihydroxy-4,5-dinitroanthraquinone are dissolved in a mixture of 15.6 g of boric acid and 228 g of 100 percent sulphuric acid. The solution obtained is cooled down to -10° to 0° C. and 7.4 g of anisole are added dropwise. The temperature is maintained for a further 1 hour at 0° C. and then the mixture is poured onto 240 g of ice and heated to reflux for 4 hours. The solid is filtered off with suction, washed with water to neutrality and dried at 60° C. 12.6 g of 1,8-dihydroxy-2,7-di... The reactants are OCCc1ccc2cc(Br)ccc2c1, CCCC[Sn](CCCC)(CCCC)c1cnccn1, [Cs+], [F-], C1COCCO1. Product: OCCc1ccc2cc(-c3cnccn3)ccc2c1. Reaction SMILES: [Br:20][c:21]1[cH:22][c:23]2[cH:24][cH:25][c:26]([CH2:31][CH2:32][OH:33])[cH:27][c:28]2[cH:29][cH:30]1.[CH2:1]([Sn:2]([CH2:3][CH2:4][CH2:5][CH3:12])([c:6]1[n:7][cH:8][cH:9][n:10][cH:11]1)[CH2:13][CH2:14][CH2:15][CH3:16])[CH2:17][CH2:18][CH3:19].[Cs+:35].[F-:34].[O:36]1[CH2:37][CH2:38][O:39][CH2:40][CH2:41]1>>[c:6]1(-[c:21]2[cH:22][c:23]3[cH:24][cH:25][c:26]([CH2:31][CH2:32][OH:33])[cH:27][c:28]3[cH:29][cH:30]2)[n:7][cH:8][cH:9][n:10][cH:11]1. Starting materials: C(C)(=O)O[C@H]1[C@H](OC2=CC(=CC=C2)Br)SC[C@H]([C@@H]1OC(C)=O)OC(C)=O (3-bromophenyl 2,3,4-tri-O-acetyl-5-thio-β-D-xylopyranoside), VII, COC1=NC=C(C=N1)B(O)O (2-methoxy-5-pyrimidineboronic acid). Product: C(C)(=O)O[C@H]1[C@H](OC2=CC(=CC=C2)C=2C=NC(=NC2)OC)SC[C@H]([C@@H]1OC(C)=O)OC(C)=O (3-(2-Methoxy-5-pyrimidinyl)phenyl 2,3,4-tri-O-acetyl-5-thio-β-D-xylopyranoside). RXN SMILES: [C:1]([O:4][C@@H:5]1[C@@H:18]([O:19][C:20](=[O:22])[CH3:21])[C@H:17]([O:23][C:24](=[O:26])[CH3:25])[CH2:16][S:15][C@H:6]1[O:7][C:8]1[CH:13]=[CH:12][CH:11]=[C:10](Br)[CH:9]=1)(=[O:3])[CH3:2].[CH3:27][O:28][C:29]1[N:34]=[CH:33][C:32](B(O)O)=[CH:31][N:30]=1>>[C:1]([O:4][C@@H:5]1[C@@H:18]([O:19][C:20](=[O:22])[CH3:21])[C@H:17]([O:23][C:24](=[O:26])[CH3:25])[CH2:16][S:15][C@H:6]1[O:7][C:8]1[CH:13]=[CH:12][CH:11]=[C:10]([C:32]2[CH:31]=[N:30][C:29]([O:28][CH3:27])=[N:34][CH:33]=2)[CH:9]=1)(=[O:3])[CH3:2]. Procedure: By carrying out the operation analogously to example 3, starting from 3-bromophenyl 2,3,4-tri-O-acetyl-5-thio-β-D-xylopyranoside, obtained according to preparation VII, and 2-methoxy-5-pyrimidineboronic acid, the expected product is obtained and is reacted further without additional purification in order to obtain the nonacetylated xyloside. Starting materials: COC(CCN(S(=O)(=O)C1=CC=C(C=C1)C1=CC=C(C=C1)F)C1(CCCC1)C(NOCC1=CC=CC=C1)=O)=O (3-[(1-benzyloxycarbamoylcyclopentyl)-(4'-fluorobiphenyl-4-sulfonyl)amino]propionic acid methyl ester). The reagents and catalysts are [Pd] (palladium on barium sulfate). Run in CO (methanol). The product is COC(CCN(C1(CCCC1)C(NO)=O)S(=O)(=O)C1=CC=C(C=C1)C1=CC=C(C=C1)F)=O (3-[(4'-fluorobiphenyl-4-sulfonyl)-(1-hydroxycarbamoylcyclopentyl)amino]propionic acid methyl ester). The yield is 99.8%. RXN SMILES: [CH3:1][O:2][C:3](=[O:39])[CH2:4][CH2:5][N:6]([C:23]1([C:28](=[O:38])[NH:29][O:30]CC2C=CC=CC=2)[CH2:27][CH2:26][CH2:25][CH2:24]1)[S:7]([C:10]1[CH:15]=[CH:14][C:13]([C:16]2[CH:21]=[CH:20][C:19]([F:22])=[CH:18][CH:17]=2)=[CH:12][CH:11]=1)(=[O:9])=[O:8]>CO.[Pd]>[CH3:1][O:2][C:3](=[O:39])[CH2:4][CH2:5][N:6]([S:7]([C:10]1[CH:11]=[CH:12][C:13]([C:16]2[CH:21]=[CH:20][C:19]([F:22])=[CH:18][CH:17]=2)=[CH:14][CH:15]=1)(=[O:9])=[O:8])[C:23]1([C:28](=[O:38])[NH:29][OH:30])[CH2:24][CH2:25][CH2:26][CH2:27]1. Procedure: A solution of 3-[(1-benzyloxycarbamoylcyclopentyl)-(4'-fluorobiphenyl-4-sulfonyl)amino]propionic acid methyl ester (10.65 grams, 19.2 mmole) in methanol (250 mL) was treated with 5% palladium on barium sulfate and hydrogenated in a Parr™ shaker at 3 atmospheres pressure for 3 hours. After filtration through nylon (pore size 0.45 μm) to remove the catalyst, the solvent was evaporated to afford 3-[(4'-fluorobiphenyl-4-sulfonyl)-(1-hydroxycarbamoylcyclopentyl)amino]propionic acid methyl ester as a ... The reactants are C(C1=CC=CC=C1)Br (Benzyl bromide), [NH4+].[Cl-] (NH4Cl), CC(C)([O-])C.[K+] (potassium t-butoxide), C1(CC=CCC1)CO ((±)-3 cyclohexene-1-methanol), resultant mixture. Run in C1CCOC1 (THF). Run at time 16 hour. Yields the product C(C1=CC=CC=C1)OCC1C=CCCC1 ((±)-3-(benzyloxy)methyl-1-cyclohexene). Isolated yield 92.4%. Reaction SMILES: CC(C)([O-])C.[K+].[CH:7]1([CH2:13][OH:14])[CH2:12][CH2:11][CH:10]=[CH:9][CH2:8]1.[CH2:15](Br)[C:16]1[CH:21]=[CH:20][CH:19]=[CH:18][CH:17]=1.[NH4+].[Cl-]>C1COCC1>[CH2:13]([O:14][CH2:15][CH:16]1[CH2:21][CH2:20][CH2:19][CH:18]=[CH:17]1)[C:7]1[CH:12]=[CH:11][CH:10]=[CH:9][CH:8]=1 |f:0.1,4.5|. Procedure details: A solution of potassium t-butoxide (1.0M in THF, 8.27 mL, 8.27 mmol) was added dropwise to a solution of (±)-3 cyclohexene-1-methanol (853 mg, 7.60 mmol) in THF (35 mL) at 25° C. under N2. The resultant mixture was stirred at 25° C. for 30 minutes. Benzyl bromide (1.0 mL, 8.37 mmol) was added dropwise. The reaction mixture was allowed to stir at room temperature for 16 hours and then treated with saturated aqueous NH4Cl (5 mL) and concentrated. The residue was dissolved in ether (50 mL), washed ...